This data is from the Open Reaction Database (ORD), a public repository of structured organic reaction records. The task is: describe an organic reaction: reactants, conditions, products, and yield Reactants: O=C([O-])O, CC[SiH](CC)CC, COC(=O)C=CCC1(C=O)CCCCC1, Cc1ccccc1, [Na+], Cl[Rh], c1ccc(P(c2ccccc2)c2ccccc2)cc1, c1ccc(P(c2ccccc2)c2ccccc2)cc1, c1ccc(P(c2ccccc2)c2ccccc2)cc1. Yields the product CC[Si](CC)(CC)OC1C(C(=O)OC)CCC12CCCCC2. Reaction SMILES: [C:23](=[O:24])([OH:25])[O-:26].[CH2:16]([CH3:17])[SiH:18]([CH2:19][CH3:20])[CH2:21][CH3:22].[CH3:1][O:2][C:3]([CH:4]=[CH:5][CH2:6][C:7]1([CH:13]=[O:14])[CH2:8][CH2:9][CH2:10][CH2:11][CH2:12]1)=[O:15].[CH3:28][c:29]1[cH:30][cH:31][cH:32][cH:33][cH:34]1.[Na+:27].[Rh:35][Cl:36].[c:37]1([P:38]([c:39]2[cH:40][cH:41][cH:42][cH:43][cH:44]2)[c:45]2[cH:46][cH:47][cH:48][cH:49][cH:50]2)[cH:51][cH:52][cH:53][cH:54][cH:55]1.[c:56]1([P:57]([c:58]2[cH:59][cH:60][cH:61][cH:62][cH:63]2)[c:64]2[cH:65][cH:66][cH:67][cH:68][cH:69]2)[cH:70][cH:71][cH:72][cH:73][cH:74]1.[c:75]1([P:76]([c:77]2[cH:78][cH:79][cH:80][cH:81][cH:82]2)[c:83]2[cH:84][cH:85][cH:86][cH:87][cH:88]2)[cH:89][cH:90][cH:91][cH:92][cH:93]1>>[CH3:1][O:2][C:3]([CH:4]1[CH2:5][CH2:6][C:7]2([CH2:8][CH2:9][CH2:10][CH2:11][CH2:12]2)[CH:13]1[O:14][Si:18]([CH2:16][CH3:17])([CH2:19][CH3:20])[CH2:21][CH3:22])=[O:15]. Starting materials: C1OCC=C2CCCCC12 (3,5,6,7,8,8a-hexahydro-1H-isochromene), C1=CC(=CC(=C1)Cl)C(=O)OO (MCPBA). The solvent is C(Cl)Cl (CH2Cl2). Reaction conditions: time 3 hour. Yields the product O1C2COCC3CCCCC231 (Octahydrooxireno[d]isochromene). As a reaction SMILES: [CH2:1]1[CH:10]2[C:5]([CH2:6][CH2:7][CH2:8][CH2:9]2)=[CH:4][CH2:3][O:2]1.C1C=C(Cl)C=C(C(OO)=[O:19])C=1>C(Cl)Cl>[O:19]1[C:5]23[CH:10]([CH2:9][CH2:8][CH2:7][CH2:6]2)[CH2:1][O:2][CH2:3][CH:4]13. Procedure: To a mixture of 3,5,6,7,8,8a-hexahydro-1H-isochromene (0.410 g, 2.97 mmol) in CH2Cl2 (10 mL) at 0° C. was added MCPBA (˜77%, 1.24 g, 445 mmol). The mixture was stirred at rt for 3 hr. It was quenched with sated aq. sodium sulfite. The mixture was diluted with CH2Cl2 and sat'd. aq. NaHCO3 then extracted 3× with CH2Cl2. The combined organics were dried (anhd. Na2SO4), filtered, and concentrated. The residue was purified by column chromatography to give the title compound. Reactants: CNCC1=CC=CC=C1 (N-methyl-N-benzylamine), CN1CS(C2=C1C=CC(=C2)CCBr)=O (3-methyl-6-(2-bromoethyl)benzothiazolinone). Run in O1CCOCC1 (dioxane). The product is CN1CS(C2=C1C=CC(=C2)CCN(CC2=CC=CC=C2)C)=O (3-Methyl-6-[2-(N-methyl-N-benzylamino)ethyl]benzothiazolinone). Reaction SMILES: [CH3:1][NH:2][CH2:3][C:4]1[CH:9]=[CH:8][CH:7]=[CH:6][CH:5]=1.[CH3:10][N:11]1[C:15]2[CH:16]=[CH:17][C:18]([CH2:20][CH2:21]Br)=[CH:19][C:14]=2[S:13](=[O:23])[CH2:12]1>O1CCOCC1>[CH3:10][N:11]1[C:15]2[CH:16]=[CH:17][C:18]([CH2:20][CH2:21][N:2]([CH3:1])[CH2:3][C:4]3[CH:9]=[CH:8][CH:7]=[CH:6][CH:5]=3)=[CH:19][C:14]=2[S:13](=[O:23])[CH2:12]1. Procedure: 0.04 mol of N-methyl-N-benzylamine and 0.02 mol of 3-methyl-6-(2-bromoethyl)benzothiazolinone, the latter being dissolved beforehand in 120 cm3 of dioxane, are introduced into a 100-cm3 ground-necked flask fitted with a reflux condenser. The mixture is heated to reflux for 96 hours with magnetic stirring. After cooling, the reaction mixture is filtered and the filtrate is then evaporated on a water bath under vacuum. The residue is taken up with 50 cm3 and alkalinized with 10 cm3 of normal sodiu... Reactants: CCC1(CC)CC(O)c2cc(C#N)ccc2O1, Cc1ccccc1, CCOC(C)=O, O, O, Cc1ccc(S(=O)(=O)O)cc1. Product: CCC1(CC)C=Cc2cc(C#N)ccc2O1. Reaction SMILES: [CH2:1]([CH3:2])[C:3]1([CH2:16][CH3:17])[O:4][c:5]2[c:6]([cH:10][c:11]([C:14]#[N:15])[cH:12][cH:13]2)[CH:7]([OH:9])[CH2:8]1.[CH3:31][c:32]1[cH:33][cH:34][cH:35][cH:36][cH:37]1.[CH3:38][CH2:39][O:40][C:41](=[O:42])[CH3:43].[OH2:18].[OH2:30].[c:19]1([CH3:20])[cH:21][cH:22][c:23]([S:24]([OH:25])(=[O:26])=[O:27])[cH:28][cH:29]1>>[CH2:1]([CH3:2])[C:3]1([CH2:16][CH3:17])[O:4][c:5]2[c:6]([cH:10][c:11]([C:14]#[N:15])[cH:12][cH:13]2)[CH:7]=[CH:8]1. Isolated yield 99.0%. Reactants: O (water), [H-].[Na+] (NaH), C(C=C)I (allyl iodide), COC=1C=C2CCNC(C2=CC1)=O (6-methoxy-3,4-dihydro-2H-isoquinolin-1-one). Procedure: To a suspension of 95% NaH (1.2 equiv) in anhydrous DMF (2 mL) was slowly added a solution of amide 42 (198 mg, 1.12 mmol) at room temperature. The mixture was stirred at room temperature for 0.5 h after which time allyl iodide (1.2 equiv) was added. The resulting mixture was stirred for 4 hours at this temperature. After addition of water and extraction with EtOAc (3×), the resulting combined organic layers were dried over magnesium sulfate, filtered and concentrated to dryness. The residue was... Conditions: time 4 hour. Yields the product C(C=C)N1C(C2=CC=C(C=C2CC1)OC)=O (2-allyl-6-methoxy-3,4-dihydroisoquinolin-1-one). Solvent: CCOC(=O)C (EtOAc), CN(C)C=O (DMF). Reaction SMILES: [H-].[Na+].[CH3:3][O:4][C:5]1[CH:6]=[C:7]2[C:12](=[CH:13][CH:14]=1)[C:11](=[O:15])[NH:10][CH2:9][CH2:8]2.[CH2:16](I)[CH:17]=[CH2:18].O>CN(C=O)C.CCOC(C)=O>[CH2:18]([N:10]1[CH2:9][CH2:8][C:7]2[C:12](=[CH:13][CH:14]=[C:5]([O:4][CH3:3])[CH:6]=2)[C:11]1=[O:15])[CH:17]=[CH2:16] |f:0.1|. Starting materials: C1CCOC1, CCOC(=O)C(C)c1cc2cc([N+](=O)[O-])ccc2[nH]1, [Na+], [OH-], O. Reaction SMILES: [CH2:23]1[O:24][CH2:25][CH2:26][CH2:27]1.[N+:1](=[O:2])([O-:3])[c:4]1[cH:5][c:6]2[cH:7][c:8]([CH:13]([C:14](=[O:15])[O:16][CH2:17][CH3:18])[CH3:19])[nH:9][c:10]2[cH:11][cH:12]1.[Na+:22].[OH-:21].[OH2:20]>>[N+:1](=[O:2])([O-:3])[c:4]1[cH:5][c:6]2[cH:7][c:8]([CH:13]([CH2:14][OH:15])[CH3:19])[nH:9][c:10]2[cH:11][cH:12]1. The product is CC(CO)c1cc2cc([N+](=O)[O-])ccc2[nH]1. Reactants: ClC1=NC=NC(=C1)OCC#C (4-chloro-6-(2-propynyloxy)pyrimidine), C([O-])([O-])=O.[K+].[K+] (potassium carbonate), ClC=1C=C(C=C(C1)Cl)O (3,5-dichlorophenol), [Cl-].[NH4+] (ammonium chloride). The solvent is CN(C=O)C (N,N-dimethylformamide). Run at temperature 60 celsius, time 7 hour. The product is ClC=1C=C(OC2=NC=NC(=C2)OCC#C)C=C(C1)Cl (4-(3,5-dichlorophenoxy)-6-(2-propynyloxy)pyrimidine). The yield is 68.5%. RXN SMILES: Cl[C:2]1[CH:7]=[C:6]([O:8][CH2:9][C:10]#[CH:11])[N:5]=[CH:4][N:3]=1.C(=O)([O-])[O-].[K+].[K+].[Cl:18][C:19]1[CH:20]=[C:21]([OH:26])[CH:22]=[C:23]([Cl:25])[CH:24]=1.[Cl-].[NH4+]>CN(C)C=O>[Cl:18][C:19]1[CH:20]=[C:21]([CH:22]=[C:23]([Cl:25])[CH:24]=1)[O:26][C:2]1[CH:7]=[C:6]([O:8][CH2:9][C:10]#[CH:11])[N:5]=[CH:4][N:3]=1 |f:1.2.3,5.6|. Procedure: To 5 ml of N,N-dimethylformamide were added 0.2 g of 4-chloro-6-(2-propynyloxy)pyrimidine, 0.25 g of potassium carbonate, and 0.21 g of 3,5-dichlorophenol, followed by stirring at 60° C. for 7 hours. The reaction mixture was then left for cooling to room temperature and poured into a saturated aqueous ammonium chloride solution, which was extracted three times with chloroform. The chloroform layers were combined, washed with diluted hydrochloric acid and then with water, and dried over anhydrous...